describe an organic reaction: reactants, conditions, products, and yield From a dataset of the Open Reaction Database (ORD), a public repository of structured organic reaction records. Starting materials: Cl.N1C(=NC=C1)CC(=O)OCC (ethyl imidazol-2-ylaceate hydrochloride), ClC1=CC=C(CBr)C=C1 (4-chlorobenzyl bromide). The product is ClC1=CC=C(CN2C(=NC=C2)CC(=O)OCC)C=C1 (ethyl 1-(4-chlorobenzyl)imidazol-2-ylacetate). The yield is 47.9%. RXN SMILES: Cl.[NH:2]1[CH:6]=[CH:5][N:4]=[C:3]1[CH2:7][C:8]([O:10][CH2:11][CH3:12])=[O:9].[Cl:13][C:14]1[CH:21]=[CH:20][C:17]([CH2:18]Br)=[CH:16][CH:15]=1>>[Cl:13][C:14]1[CH:21]=[CH:20][C:17]([CH2:18][N:2]2[CH:6]=[CH:5][N:4]=[C:3]2[CH2:7][C:8]([O:10][CH2:11][CH3:12])=[O:9])=[CH:16][CH:15]=1 |f:0.1|. Procedure: 1.07 g of ethyl imidazol-2-ylaceate hydrochloride and 1.69 g of 4-chlorobenzyl bromide were subjected to an alkylation reaction to obtain 0.75 g of ethyl 1-(4-chlorobenzyl)imidazol-2-ylacetate. The reactants are C(C1=CC=CC=C1)OC(NC(CNS(=O)(=O)C1=C(C=C(C=C1)Cl)Cl)(C)C(NC(CC1=CC=C(C=C1)Cl)C(N(C(C)C)CC(OCC)OCC)=O)=O)=O (benzyl[1-{2-(4-chlorophenyl)-1-[(2,2-diethoxyethyl)isopropylcarbamoyl]ethylcarbamoyl}-2-(2,4-dichlorobenzenesulfonylamino)-1-methylethyl]carbamate). Run in C(=O)O (HCOOH). Yields the product C(C1=CC=CC=C1)OC(NC1(CN(C2N(C1=O)C(C(N(C2)C(C)C)=O)CC2=CC=C(C=C2)Cl)S(=O)(=O)C2=C(C=C(C=C2)Cl)Cl)C)=O (Benzyl[6-(4-chlorobenzyl)-1-(2,4-dichlorobenzenesulfonyl)-8-isopropyl-3-methyl-4,7-dioxooctahydropyrazino[1,2-a]pyrimidin-3-yl]carbamate). The yield is 42.4%. As a reaction SMILES: [CH2:1]([O:8][C:9](=[O:52])[NH:10][C:11]([C:26](=[O:51])[NH:27][CH:28]([C:37](=[O:50])[N:38]([CH2:42][CH:43](OCC)OCC)[CH:39]([CH3:41])[CH3:40])[CH2:29][C:30]1[CH:35]=[CH:34][C:33]([Cl:36])=[CH:32][CH:31]=1)([CH3:25])[CH2:12][NH:13][S:14]([C:17]1[CH:22]=[CH:21][C:20]([Cl:23])=[CH:19][C:18]=1[Cl:24])(=[O:16])=[O:15])[C:2]1[CH:7]=[CH:6][CH:5]=[CH:4][CH:3]=1>C(O)=O>[CH2:1]([O:8][C:9](=[O:52])[NH:10][C:11]1([CH3:25])[C:26](=[O:51])[N:27]2[CH:28]([CH2:29][C:30]3[CH:35]=[CH:34][C:33]([Cl:36])=[CH:32][CH:31]=3)[C:37](=[O:50])[N:38]([CH:39]([CH3:40])[CH3:41])[CH2:42][CH:43]2[N:13]([S:14]([C:17]2[CH:22]=[CH:21][C:20]([Cl:23])=[CH:19][C:18]=2[Cl:24])(=[O:16])=[O:15])[CH2:12]1)[C:2]1[CH:3]=[CH:4][CH:5]=[CH:6][CH:7]=1. Reported procedure: A solution of 80 mg (0.1 mmol) of benzyl[1-{2-(4-chlorophenyl)-1-[(2,2-diethoxyethyl)isopropylcarbamoyl]ethylcarbamoyl}-2-(2,4-dichlorobenzenesulfonylamino)-1-methylethyl]carbamate in 1.5 ml of HCOOH (99%) is stirred at 60° C. for 24 h. The reaction solution is concentrated in vacuo, and the crude product is purified by chromatography (4 g of SiO2, eluent EtOAc/heptane (gradient 0-50%)). 30 mg of the desired product are obtained as a white solid. MW (calculated, monoisotopic)=706, measured value... Starting materials: N1CCOCC1 (morpholine), CCCCCCCC/C=C\CCCCCCCC(=O)O (Emersol 233), C(CCCCCCC\C=C/CCCCCCCC)(=O)O (oleic acid), C(CCCCCCC\C=C/CCCCCCCC)(=O)O (oleic acid). The product is in-water, C(CCCCCCC\C=C/CCCCCCCC)(=O)O.N1CCOCC1 (morpholine oleate). As a reaction SMILES: [CH3:1][CH2:2][CH2:3][CH2:4][CH2:5][CH2:6][CH2:7][CH2:8]/[CH:9]=[CH:10]\[CH2:11][CH2:12][CH2:13][CH2:14][CH2:15][CH2:16][CH2:17][C:18]([OH:20])=[O:19].[NH:21]1[CH2:26][CH2:25][O:24][CH2:23][CH2:22]1>>[C:18]([OH:20])(=[O:19])[CH2:17][CH2:16][CH2:15][CH2:14][CH2:13][CH2:12][CH2:11]/[CH:10]=[CH:9]\[CH2:8][CH2:7][CH2:6][CH2:5][CH2:4][CH2:3][CH2:2][CH3:1].[NH:21]1[CH2:26][CH2:25][O:24][CH2:23][CH2:22]1 |f:2.3|. Procedure details: An anionic wax-in-water emulsion was prepared as follows. In a 250 milliliter beaker, a mixture of 80 grams of Duroxon H111, a partially oxidized Fischer-Tropsch wax available from Durachem, and 10 grams of Emersol 233, an oleic acid available from Emery Industries, was heated on a hot plate. The mixture was stirred manually with a thermometer until the temperature reached 110° C., by which time a homogeneous wax melt had formed. The melt was treated with 14 grams of morpholine, which reacted wi... Reported procedure: A solution of tert-butyl 5-chloro-1-((5R,7R)-5-methyl-7-(4-nitrobenzoyloxy)-6,7-dihydro-5H-cyclopenta[d]pyrimidin-4-yl)spiro[indoline-3,4′-piperidine]-1′-carboxylate (0.020 g, 0.032 mmol) in THF:H2O (2:1, 0.3 mL) was cooled to about 0° C. and treated with LiOH—H2O (0.0027 g, 0.065 mmol). The reaction was stirred at about 0° C. for about 5 minutes, followed by about room temperature for 1.5 hours. The reaction was concentrated and diluted with saturated NaHCO3 and extracted with EtOAc. The combin... The yield is 33.2%. RXN SMILES: [Cl:1][C:2]1[CH:3]=[C:4]2[C:10]3([CH2:15][CH2:14][N:13]([C:16]([O:18][C:19]([CH3:22])([CH3:21])[CH3:20])=[O:17])[CH2:12][CH2:11]3)[CH2:9][N:8]([C:23]3[C:24]4[C@H:31]([CH3:32])[CH2:30][C@@H:29]([O:33]C(=O)C5C=CC([N+]([O-])=O)=CC=5)[C:25]=4[N:26]=[CH:27][N:28]=3)[C:5]2=[CH:6][CH:7]=1.O[Li].O>C1COCC1.O>[Cl:1][C:2]1[CH:3]=[C:4]2[C:10]3([CH2:11][CH2:12][N:13]([C:16]([O:18][C:19]([CH3:22])([CH3:21])[CH3:20])=[O:17])[CH2:14][CH2:15]3)[CH2:9][N:8]([C:23]3[C:24]4[C@H:31]([CH3:32])[CH2:30][C@@H:29]([OH:33])[C:25]=4[N:26]=[CH:27][N:28]=3)[C:5]2=[CH:6][CH:7]=1 |f:1.2,3.4|. Reaction conditions: temperature 0 celsius, time 5 minute. Yields the product ClC=1C=C2C(=CC1)N(CC21CCN(CC1)C(=O)OC(C)(C)C)C=1C2=C(N=CN1)[C@@H](C[C@H]2C)O (tert-butyl 5-chloro-1-((5R,7R)-7-hydroxy-5-methyl-6,7-dihydro-5H-cyclopenta[d]pyrimidin-4-yl)spiro[indoline-3,4′-piperidine]-1′-carboxylate). The solvent is C1CCOC1.O (THF H2O). Starting materials: ClC=1C=C2C(=CC1)N(CC21CCN(CC1)C(=O)OC(C)(C)C)C=1C2=C(N=CN1)[C@@H](C[C@H]2C)OC(C2=CC=C(C=C2)[N+](=O)[O-])=O (tert-butyl 5-chloro-1-((5R,7R)-5-methyl-7-(4-nitrobenzoyloxy)-6,7-dihydro-5H-cyclopenta[d]pyrimidin-4-yl)spiro[indoline-3,4′-piperidine]-1′-carboxylate), O[Li].O (LiOH—H2O).